Dataset: the Open Reaction Database (ORD), a public repository of structured organic reaction records. Task: describe an organic reaction: reactants, conditions, products, and yield Reactants: BrC=1N=C2C(=NC1)NC=C2 (2-bromo-5H-pyrrolo[2,3-b]pyrazine), COC=1C=C(C=C(C1OC)OC)B(O)O (3,4,5-trimethoxyphenylboronic acid), C(=O)([O-])[O-].[K+].[K+] (K2CO3), O1CCOCC1 (Dioxane), [1,1′-bis(Diphenylphosphino)ferrocene]dichloro-palladium(ll). The solvent is O (water). Reaction conditions: temperature 110 celsius. Yields the product COC=1C=C(C=C(C1OC)OC)C=1N=C2C(=NC1)NC=C2 (2-(3,4,5-trimethoxy-phenyl)-5H-pyrrolo[2,3-b]pyrazine). Yield: 88.5%. RXN SMILES: Br[C:2]1[N:3]=[C:4]2[CH:10]=[CH:9][NH:8][C:5]2=[N:6][CH:7]=1.[CH3:11][O:12][C:13]1[CH:14]=[C:15](B(O)O)[CH:16]=[C:17]([O:21][CH3:22])[C:18]=1[O:19][CH3:20].C([O-])([O-])=O.[K+].[K+].O1CCOCC1>O>[CH3:22][O:21][C:17]1[CH:16]=[C:15]([C:2]2[N:3]=[C:4]3[CH:10]=[CH:9][NH:8][C:5]3=[N:6][CH:7]=2)[CH:14]=[C:13]([O:12][CH3:11])[C:18]=1[O:19][CH3:20] |f:2.3.4|. Procedure details: A flask was charged with 2-bromo-5H-pyrrolo[2,3-b]pyrazine (9.5 g, 48 mmol), 3,4,5-trimethoxyphenylboronic acid (13.22, 62 mmol), and K2CO3 (19.9, 144 mmol). Dioxane (213 ml) and water (71 ml) were added, and the solution was vacuum degassed under argon. [1,1′-bis(Diphenylphosphino)ferrocene]dichloro-palladium(ll) (3.92 g, 4.8 mmol) was added, and the reaction mixture was refluxed (110° C.) overnight. The reaction mixture was filtered through a plug of celite using dichloromethane, and the filtr... The reactants are CCc1nc2ccc(C#N)cc2n1-c1ccc(CCNC(=O)NS(=O)(=O)c2ccc(C)cc2)cc1, CC(C)(C)O, [K+], [OH-]. The product is CCc1nc2ccc(C(N)=O)cc2n1-c1ccc(CCNC(=O)NS(=O)(=O)c2ccc(C)cc2)cc1. RXN SMILES: [C:1](#[N:2])[c:3]1[cH:4][cH:5][c:6]2[c:7]([n:8](-[c:13]3[cH:14][cH:15][c:16]([CH2:19][CH2:20][NH:21][C:22](=[O:23])[NH:24][S:25](=[O:26])(=[O:27])[c:28]4[cH:29][cH:30][c:31]([CH3:34])[cH:32][cH:33]4)[cH:17][cH:18]3)[c:9]([CH2:11][CH3:12])[n:10]2)[cH:35]1.[CH3:38][C:39]([OH:40])([CH3:41])[CH3:42].[K+:37].[OH-:36]>>[C:1]([NH2:2])([c:3]1[cH:4][cH:5][c:6]2[c:7]([n:8](-[c:13]3[cH:14][cH:15][c:16]([CH2:19][CH2:20][NH:21][C:22](=[O:23])[NH:24][S:25](=[O:26])(=[O:27])[c:28]4[cH:29][cH:30][c:31]([CH3:34])[cH:32][cH:33]4)[cH:17][cH:18]3)[c:9]([CH2:11][CH3:12])[n:10]2)[cH:35]1)=[O:36]. Yield: 96.0%. The reactants are CC1(NC2=NC3=C(N2C(N1C)=O)C=CC=C3)C (1,2-dihydro-2,2,3-trimethyl-1,3,5-triazino[1,2-a]benzimidazol-4(3H)-one), Example 1 ( B ), C(C)N=C=O (ethyl isocyanate). Yields the product C(C)NC(=O)N1C=2N(C3=C1C=CC=C3)C(N(C(N2)(C)C)C)=O (N-Ethyl-4-oxo-2,3,4,10-tetrahydro-2,2,3-trimethyl-1,3,5-triazino[1,2-a]benzimidazole-10-carboxamide). As a reaction SMILES: [CH3:1][C:2]1([CH3:17])[N:10]([CH3:11])[C:9](=[O:12])[N:8]2[C:4](=[N:5][C:6]3[CH:16]=[CH:15][CH:14]=[CH:13][C:7]=32)[NH:3]1.[CH2:18]([N:20]=[C:21]=[O:22])[CH3:19]>>[CH2:18]([NH:20][C:21]([N:5]1[C:6]2[CH:16]=[CH:15][CH:14]=[CH:13][C:7]=2[N:8]2[C:9](=[O:12])[N:10]([CH3:11])[C:2]([CH3:17])([CH3:1])[N:3]=[C:4]12)=[O:22])[CH3:19]. Reported procedure: The title compound was prepared by reaction of 1,2-dihydro-2,2,3-trimethyl-1,3,5-triazino[1,2-a]benzimidazol-4(3H)-one (see Example 1 (B)) with ethyl isocyanate according to the general procedure of Example 10. The product, mp 127°-131° C., was obtained as a white solid in 96% yield. The confirmatory elemental analysis is shown in Table III. Starting materials: O (Water), BrC=1SC2=C(N1)C(=CC=C2)Cl (2-bromo-4-chlorobenzothiazole), ClC=1SC2=C(N1)C(=CC=C2)Cl (2,4-dichlorobenzothiazole), [OH-].[Na+] (sodium hydroxide). Run in C(CC)O (n-propanol). Yields the product C(CC)OC=1SC2=C(N1)C(=CC=C2)Cl (2-n-propoxy-4-chlorobenzothiazole). Isolated yield 97.7%. Reaction SMILES: Br[C:2]1[S:3][C:4]2[CH:10]=[CH:9][CH:8]=[C:7]([Cl:11])[C:5]=2[N:6]=1.ClC1S[C:15]2[CH:21]=CC=C(Cl)[C:16]=2N=1.[OH-:23].[Na+].O>C(O)CC>[CH2:21]([O:23][C:2]1[S:3][C:4]2[CH:10]=[CH:9][CH:8]=[C:7]([Cl:11])[C:5]=2[N:6]=1)[CH2:15][CH3:16] |f:2.3|. Reported procedure: A mixture (11.30 g, 0.05 mole) of 2-bromo-4-chlorobenzothiazole and 2,4-dichlorobenzothiazole and 94% sodium hydroxide (2.34 g, 0.055 mole) in n-propanol (100 c.c.) was heated under reflux for 1 hour. Water was added and the alcohol was distilled azeotropically together with water. The resulting oily substance was extracted with chloroform, and the chloroform layer was washed with water. The solvent was removed under reduced pressure to obtain 11.12 g of 2-n-propoxy-4-chlorobenzothiazole as a ye... The reactants are C(C)OC(=O)N=C=S (ethoxycarbonyl isothiocyanate), CC1=CC=C(CO)C=C1 (p-methylbenzyl alcohol). Run in O1CCCC1 (tetrahydrofuran), C(C)N(CC)CC (triethylamine). Yields the product C(=O)(OCC)NC(OCC1=CC=C(C=C1)C)=S (p-methylbenzyl N-carbethoxy -thiocarbamate). The yield is 106.7%. Reaction SMILES: [CH2:1]([O:3][C:4]([N:6]=[C:7]=[S:8])=[O:5])[CH3:2].[CH3:9][C:10]1[CH:17]=[CH:16][C:13]([CH2:14][OH:15])=[CH:12][CH:11]=1>O1CCCC1.C(N(CC)CC)C>[C:4]([NH:6][C:7](=[S:8])[O:15][CH2:14][C:13]1[CH:16]=[CH:17][C:10]([CH3:9])=[CH:11][CH:12]=1)([O:3][CH2:1][CH3:2])=[O:5]. Procedure: 66.5 g of ethoxycarbonyl isothiocyanate were added dropwise to a solution of 61 g of p-methylbenzyl alcohol in 500 ml of tetrahydrofuran and 2 ml of triethylamine and the mixture was refluxed for 24 hours. The mixture was concentrated to dryness to obtain 135 g of raw p-methylbenzyl N-carbethoxy -thiocarbamate. Starting materials: N,N-dimethylaminopyridine, NC=1C(=CC(=C(C(=O)NCCCN2C(CCC2)=O)C1)N(C)C)N1CCN(CC1)C1=C(C=CC=C1)C (5-amino-2-dimethylamino-N-[3-(2-oxo-pyrrolidin-1-yl)-propyl]-4-(4-o-tolyl-piperazin-1-yl)-benzamide), C(C)(C)N(C(C)C)CC (N,N-diisopropylethylamine), O1C(=CC=C1)C(=O)Cl (furan-2-carbonyl chloride). Solvent: ClCCl (dichloromethane), O (water). Reaction conditions: time 16 hour. Yields the product CN(C1=CC(=C(C=C1C(NCCCN1C(CCC1)=O)=O)NC(=O)C=1OC=CC1)N1CCN(CC1)C1=C(C=CC=C1)C)C (furan-2-carboxylic acid [4-dimethylamino-5-[3-(2-oxo-pyrrolidin-1-yl)-propylcarbamoyl]-2-(4-o-tolyl-piperazin-1-yl)-phenyl]-amide). Yield: 47.4%. Reaction SMILES: [NH2:1][C:2]1[C:3]([N:23]2[CH2:28][CH2:27][N:26]([C:29]3[CH:34]=[CH:33][CH:32]=[CH:31][C:30]=3[CH3:35])[CH2:25][CH2:24]2)=[CH:4][C:5]([N:20]([CH3:22])[CH3:21])=[C:6]([CH:19]=1)[C:7]([NH:9][CH2:10][CH2:11][CH2:12][N:13]1[CH2:17][CH2:16][CH2:15][C:14]1=[O:18])=[O:8].C(N(CC)C(C)C)(C)C.[O:45]1[CH:49]=[CH:48][CH:47]=[C:46]1[C:50](Cl)=[O:51]>ClCCl.O>[CH3:21][N:20]([CH3:22])[C:5]1[C:6]([C:7](=[O:8])[NH:9][CH2:10][CH2:11][CH2:12][N:13]2[CH2:17][CH2:16][CH2:15][C:14]2=[O:18])=[CH:19][C:2]([NH:1][C:50]([C:46]2[O:45][CH:49]=[CH:48][CH:47]=2)=[O:51])=[C:3]([N:23]2[CH2:24][CH2:25][N:26]([C:29]3[CH:34]=[CH:33][CH:32]=[CH:31][C:30]=3[CH3:35])[CH2:27][CH2:28]2)[CH:4]=1. Reported procedure: To a solution of 5-amino-2-dimethylamino-N-[3-(2-oxo-pyrrolidin-1-yl)-propyl]-4-(4-o-tolyl-piperazin-1-yl)-benzamide 7c (91.7 mg, 0.19 mmol, 100 mol %) and N,N-diisopropylethylamine (0.10 ml, 0.58 mmol, 300 mol %) in dichloromethane (4.0 ml) was added furan-2-carbonyl chloride (0.02 ml, 0.23 mmol, 120 mol %) and a catalytic amount of N,N-dimethylaminopyridine. The reaction was stirred for 16 h at room temperature and then diluted with water and extracted three times with dichloromethane. The com... The reactants are CCOC(=O)c1ccc(C#Cc2ccc(C3(OC(C)C)CC3)cc2)cc1, CCO, [Na+], C1CCOC1, [OH-]. Product: CC(C)OC1(c2ccc(C#Cc3ccc(C(=O)O)cc3)cc2)CC1. RXN SMILES: [CH2:1]([CH3:2])[O:3][C:4]([c:5]1[cH:6][cH:7][c:8]([C:11]#[C:12][c:13]2[cH:14][cH:15][c:16]([C:19]3([O:22][CH:23]([CH3:24])[CH3:25])[CH2:20][CH2:21]3)[cH:17][cH:18]2)[cH:9][cH:10]1)=[O:26].[CH3:29][CH2:30][OH:31].[Na+:28].[O:32]1[CH2:33][CH2:34][CH2:35][CH2:36]1.[OH-:27]>>[O:3]=[C:4]([c:5]1[cH:6][cH:7][c:8]([C:11]#[C:12][c:13]2[cH:14][cH:15][c:16]([C:19]3([O:22][CH:23]([CH3:24])[CH3:25])[CH2:20][CH2:21]3)[cH:17][cH:18]2)[cH:9][cH:10]1)[OH:26].